Dataset: the Open Reaction Database (ORD), a public repository of structured organic reaction records. Task: describe an organic reaction: reactants, conditions, products, and yield Procedure details: (Step 3) To a solution of 2-amino-5-chloronicotinamide (0.15 g) in N,N-dimethylformamide (3 ml) was added 3-(bromomethyl)-5-chlorobenzamide (0.26 g) obtained in Step 2, and the mixture was stirred at 100° C. for 3 hr. The reaction mixture was diluted with ethyl acetate. The precipitate was collected by filtration and washed with ethyl acetate. The obtained precipitate was recrystallized from methanol-ethyl acetate to give the title compound (110 mg). Reactants: NC1=C(C(=O)N)C=C(C=N1)Cl (2-amino-5-chloronicotinamide), BrCC=1C=C(C(=O)N)C=C(C1)Cl (3-(bromomethyl)-5-chlorobenzamide). The product is Br.NC(=O)C=1C=C(CN2C(C(=CC(=C2)Cl)C(=O)N)=N)C=C(C1)Cl (1-[3-(aminocarbonyl)-5-chlorobenzyl]-5-chloro-2-imino-1,2-dihydropyridine-3-carboxamide hydrobromide). The solvent is C(C)(=O)OCC (ethyl acetate), CN(C=O)C (N,N-dimethylformamide). Run at temperature 100 celsius, time 3 hour. RXN SMILES: [NH2:1][C:2]1[N:10]=[CH:9][C:8]([Cl:11])=[CH:7][C:3]=1[C:4]([NH2:6])=[O:5].[Br:12][CH2:13][C:14]1[CH:15]=[C:16]([CH:20]=[C:21]([Cl:23])[CH:22]=1)[C:17]([NH2:19])=[O:18]>CN(C)C=O.C(OCC)(=O)C>[BrH:12].[NH2:19][C:17]([C:16]1[CH:15]=[C:14]([CH:22]=[C:21]([Cl:23])[CH:20]=1)[CH2:13][N:10]1[CH:9]=[C:8]([Cl:11])[CH:7]=[C:3]([C:4]([NH2:6])=[O:5])[C:2]1=[NH:1])=[O:18] |f:4.5|. Yield: 30.0%. The reactants are C1CCOC1, COc1cccc(-c2ccc3c(ccn3[Si](C(C)C)(C(C)C)C(C)C)c2)c1C1=NC(C)(C)CO1, CCCC[N+](CCCC)(CCCC)CCCC, [F-], O. Product: COc1cccc(-c2ccc3[nH]ccc3c2)c1C1=NC(C)(C)CO1. RXN SMILES: [CH2:54]1[O:55][CH2:56][CH2:57][CH2:58]1.[CH3:1][C:2]1([CH3:34])[N:3]=[C:4]([c:7]2[c:8](-[c:15]3[cH:16][c:17]4[cH:18][cH:19][n:20]([Si:24]([CH:25]([CH3:26])[CH3:27])([CH:28]([CH3:29])[CH3:30])[CH:31]([CH3:32])[CH3:33])[c:21]4[cH:22][cH:23]3)[cH:9][cH:10][cH:11][c:12]2[O:13][CH3:14])[O:5][CH2:6]1.[CH3:36][CH2:37][CH2:38][CH2:39][N+:40]([CH2:41][CH2:42][CH2:43][CH3:44])([CH2:45][CH2:46][CH2:47][CH3:48])[CH2:49][CH2:50][CH2:51][CH3:52].[F-:35].[OH2:53]>>[CH3:1][C:2]1([CH3:34])[N:3]=[C:4]([c:7]2[c:8](-[c:15]3[cH:16][c:17]4[cH:18][cH:19][nH:20][c:21]4[cH:22][cH:23]3)[cH:9][cH:10][cH:11][c:12]2[O:13][CH3:14])[O:5][CH2:6]1.